This data is from the Open Reaction Database (ORD), a public repository of structured organic reaction records. The task is: describe an organic reaction: reactants, conditions, products, and yield Starting materials: [Al+3], CC(C)S(=O)(=O)NC1Cc2ccc(-c3cccc(C#N)c3)cc2C1, [H-], [H-], [H-], [H-], [Li+], C1CCOC1. Product: CC(C)S(=O)(=O)NC1Cc2ccc(-c3cccc(CN)c3)cc2C1. As a reaction SMILES: [Al+3:2].[C:7](#[N:8])[c:9]1[cH:10][c:11](-[c:15]2[cH:16][c:17]3[c:21]([cH:22][cH:23]2)[CH2:20][CH:19]([NH:24][S:25](=[O:26])(=[O:27])[CH:28]([CH3:29])[CH3:30])[CH2:18]3)[cH:12][cH:13][cH:14]1.[H-:1].[H-:4].[H-:5].[H-:6].[Li+:3].[O:31]1[CH2:32][CH2:33][CH2:34][CH2:35]1>>[CH2:7]([NH2:8])[c:9]1[cH:10][c:11](-[c:15]2[cH:16][c:17]3[c:21]([cH:22][cH:23]2)[CH2:20][CH:19]([NH:24][S:25](=[O:26])(=[O:27])[CH:28]([CH3:29])[CH3:30])[CH2:18]3)[cH:12][cH:13][cH:14]1.